This data is from the Open Reaction Database (ORD), a public repository of structured organic reaction records. The task is: describe an organic reaction: reactants, conditions, products, and yield Reactants: C(C)(=O)OCC=1C=C(CC(C(=O)[O-])C(=O)[O-])C=CC1 (m-(acetoxymethyl)benzylmalonate), S(O)(O)(=O)=O (sulfuric acid), S(O)(O)(=O)=O (sulfuric acid), dimethyl ester, [OH-].[Na+] (sodium hydroxide), O1CCOCC1 (dioxane). Product: OCC=1C=C(C=CC1)C(C(=O)O)C (m-(Hydroxymethyl)-phenylpropionic Acid). RXN SMILES: C([O:4][CH2:5][C:6]1[CH:7]=[C:8]([CH:17]=[CH:18][CH:19]=1)[CH2:9][CH:10](C([O-])=O)C([O-])=O)(=O)C.[OH-:20].[Na+].S(=O)(=O)(O)O.[O:27]1[CH2:32]COCC1>>[OH:4][CH2:5][C:6]1[CH:7]=[C:8]([CH:9]([CH3:10])[C:32]([OH:27])=[O:20])[CH:17]=[CH:18][CH:19]=1 |f:1.2|. Procedure: Refer to Chart G. A solution of m-(acetoxymethyl)benzylmalonate, dimethyl ester (Preparation 3, 9.16 g.) in 45 ml. of dioxane is treated with 137 ml. of 10% sodium hydroxide at about 25° C. for 15 min. The mixture is acidified to pH 1.0 with sulfuric acid, treated with an additional 3 ml. of sulfuric acid, and heated at reflux for about 36 hr. The mixture is cooled, diluted with 430 ml. brine and extracted with chloroform. The extract is washed with brine, dried over magnesium sulfate, and conce... The reactants are C=CC=N/C(=C(\C#N)/N)/C#N (acrodamn), C=CC=N/C(=C(\C#N)/N)/C#N (acrodamn), C=CC=N/C(=C(\C#N)/N)/C#N.C(C)#N (acrodamn acetonitrile), C(C)(=O)[O-].C(C)(=O)[O-].C(C)(=O)[O-].C(C)(=O)[O-].[Pb+4] (lead (IV) tetraacetate), C(C)(=O)[O-].C(C)(=O)[O-].C(C)(=O)[O-].C(C)(=O)[O-].[Pb+4] (lead (IV) tetraacetate). Solvent: C(C)#N (acetonitrile), C(C)#N (acetonitrile). Conditions: time 10 minute. The product is C(=C)C=1NC(=C(N1)C#N)C#N (2-vinyl-4,5-dicyanoimidazole). The yield is 82.0%. Reaction SMILES: [CH2:1]=[CH:2][CH:3]=[N:4]/[C:5](/[C:10]#[N:11])=[C:6](/[NH2:9])\[C:7]#[N:8].C([O-])(=O)C.C([O-])(=O)C.C([O-])(=O)C.C([O-])(=O)C.[Pb+4].C=CC=N/C(/C#N)=C(/N)\C#N.C(#N)C>C(#N)C>[CH:2]([C:3]1[NH:4][C:5]([C:10]#[N:11])=[C:6]([C:7]#[N:8])[N:9]=1)=[CH2:1] |f:1.2.3.4.5,6.7|. Procedure: The acrodamn, prepared as per the earlier described method, was used in this present synthesis. The acrodamn (7.00 g) was dissolved in 150 ml of distilled acetonitrile, yielding an orange solution. A solution of 22.5 g of lead (IV) tetraacetate and 300 ml of distilled acetonitrile was placed in a room temperature water bath. The acrodamn/acetonitrile solution was poured, in one portion, into the lead (IV) tetraacetate solution. The colorless lead solution immediately darkened to an orange-red so... The reactants are said compound, O1CCCC1 (tetrahydrofuran), C[O-].[Na+] (sodium methylate), C(C)#N (acetonitrile), C(C)(=O)OCC (ethyl acetate), C(CCCCCCCCC)OC=1C(=CC2=CC=CC=C2C1)C(=O)N[O-].[Na+] (Sodium 3-Decyloxy-2-naphthalenehydroxamate). Run at temperature 60 celsius, time 1.5 hour. Product: C(CCCCCCCCCCCCC)OC1=C(C(=O)NO)C=CC=C1 (2-Myristyloxybenzohydroxamic acid), desired compound, C(CCCCCCCCCCCCC)OC1=C(N)C=CC=C1 (2-myristyloxyaniline). As a reaction SMILES: [CH2:1]([O:11][C:12]1[C:13]([C:22]([NH:24][O-:25])=[O:23])=[CH:14][C:15]2[C:20]([CH:21]=1)=CC=CC=2)[CH2:2][CH2:3][CH2:4][CH2:5][CH2:6][CH2:7][CH2:8][CH2:9][CH3:10].[Na+].C[O-].[Na+].C(#[N:32])C.C(OCC)(=O)C.O1[CH2:43][CH2:42][CH2:41][CH2:40]1>>[CH2:1]([O:11][C:12]1[CH:21]=[CH:20][CH:15]=[CH:14][C:13]=1[C:22]([NH:24][OH:25])=[O:23])[CH2:2][CH2:3][CH2:4][CH2:5][CH2:6][CH2:7][CH2:8][CH2:9][CH2:10][CH2:40][CH2:41][CH2:42][CH3:43].[CH2:1]([O:11][C:12]1[CH:21]=[CH:20][CH:15]=[CH:14][C:13]=1[NH2:32])[CH2:2][CH2:3][CH2:4][CH2:5][CH2:6][CH2:7][CH2:8][CH2:9][CH2:10][CH2:40][CH2:41][CH2:42][CH3:43] |f:0.1,2.3|. Procedure details: 2-Myristyloxybenzohydroxamic acid was synthesized according to the method provided in part (i) of Example 1. Thereafter, one gram of said compound was dissolved in 5 ml of tetrahydrofuran, and thereto were added 0.83 ml of sodium methylate (28 wt % methanol solution) and 20 ml of acetonitrile. The mixture was heated to 60° C. and kept there for 1.5 hours with stirring (the formation rate of the desired compound in this reaction system was found to be 100% by an analysis using high-speed liquid c... Starting materials: N1(CCOCC1)CCOCCOCCOCCC(=O)OC(C)(C)C (tert-butyl 3-{2-[2-(2-morpholin-4-yl-ethoxy)-ethoxy]-ethoxy}-propanoate), C(=O)(C(F)(F)F)O (TFA). Run in C(Cl)Cl (DCM). Run at time 10 hour. Product: N1(CCOCC1)CCOCCOCCOCCC(=O)O (3-{2-[2-(2-morpholin-4-yl-ethoxy)-ethoxy]-ethoxy}-propanoic acid). Yield: 99.0%. Reaction SMILES: [N:1]1([CH2:7][CH2:8][O:9][CH2:10][CH2:11][O:12][CH2:13][CH2:14][O:15][CH2:16][CH2:17][C:18]([O:20]C(C)(C)C)=[O:19])[CH2:6][CH2:5][O:4][CH2:3][CH2:2]1.C(O)(C(F)(F)F)=O>C(Cl)Cl>[N:1]1([CH2:7][CH2:8][O:9][CH2:10][CH2:11][O:12][CH2:13][CH2:14][O:15][CH2:16][CH2:17][C:18]([OH:20])=[O:19])[CH2:6][CH2:5][O:4][CH2:3][CH2:2]1. Reported procedure: To a solution of 1 g of tert-butyl 3-{2-[2-(2-morpholin-4-yl-ethoxy)-ethoxy]-ethoxy}-propanoate in 50 ml of DCM was added 4 ml of TFA. The mixture was stirred for 10 hours at room temperature and then concentrated under reduced pressure and purified on a Mega BE-SCX, 25GM 150ML cartridge (Varian), using washing with MeOH and detachment of the expected product with a 2N solution of ammonia in MeOH. The fractions containing the desired product were combined and concentrated under reduced pressure....